Dataset: the Open Reaction Database (ORD), a public repository of structured organic reaction records. Task: describe an organic reaction: reactants, conditions, products, and yield Reactants: O1C(=CC2=C1C=CC=C2)C(CN)O (2-(2-benzofuranyl)-2-hydroxyethanamine), COC1=CC=C(C=C1)CC(C)=O (1-(4-methoxyphenyl)propan-2-one), CO (methanol), CCOCC.CCCCCC (Et2O hexane). Solvent: ClCCl (dichloromethane). Yields the product COC1=CC=C(C=C1)CC(C)NC(CC=1OC2=C(C1)C=CC=C2)O (N-[2-(4-Methoxyphenyl)-1-methylethyl]-2-(2-benzofuranyl)-1-hydroxyethanamine). RXN SMILES: [O:1]1[C:5]2[CH:6]=[CH:7][CH:8]=[CH:9][C:4]=2[CH:3]=[C:2]1[CH:10](O)[CH2:11][NH2:12].[CH3:14][O:15][C:16]1[CH:21]=[CH:20][C:19]([CH2:22][C:23](=O)[CH3:24])=[CH:18][CH:17]=1.CO.CC[O:30]CC.CCCCCC>ClCCl>[CH3:14][O:15][C:16]1[CH:21]=[CH:20][C:19]([CH2:22][CH:23]([NH:12][CH:11]([OH:30])[CH2:10][C:2]2[O:1][C:5]3[CH:6]=[CH:7][CH:8]=[CH:9][C:4]=3[CH:3]=2)[CH3:24])=[CH:18][CH:17]=1 |f:3.4|. Procedure: This compound was prepared in an identical manner to the compound described in Example 2 using 2-(2-benzofuranyl)-2-hydroxyethanamine (1.65 g) and 1-(4-methoxyphenyl)propan-2-one (1.53 g). Chromatography of the residual oil on Kieselgel 60 (4% methanol in dichloromethane) gave the title compound, m.p. 75°-85° (Et2O-hexane) as a 44:56 mixture of diastereoisomers. Reactants: CCCCCNc1nc(N)c2ncn(C3CCCCO3)c2n1, ClC(Cl)Cl, ClCCl, O=C1CCC(=O)N1Br. Product: CCCCCNc1nc(N)c2nc(Br)n(C3CCCCO3)c2n1. Reaction SMILES: [CH2:1]([CH2:2][CH2:3][CH2:4][CH3:5])[NH:6][c:7]1[n:8][c:9]([NH2:22])[c:10]2[n:11][cH:12][n:13]([CH:16]3[O:17][CH2:18][CH2:19][CH2:20][CH2:21]3)[c:14]2[n:15]1.[CH:31]([Cl:32])([Cl:33])[Cl:34].[Cl:35][CH2:36][Cl:37].[O:23]=[C:24]1[N:25]([Br:30])[C:26](=[O:27])[CH2:28][CH2:29]1>>[CH2:1]([CH2:2][CH2:3][CH2:4][CH3:5])[NH:6][c:7]1[n:8][c:9]([NH2:22])[c:10]2[n:11][c:12]([Br:30])[n:13]([CH:16]3[O:17][CH2:18][CH2:19][CH2:20][CH2:21]3)[c:14]2[n:15]1. Reactants: CO, Cn1nnc(-c2c(F)cccc2-c2cnc(C#N)c(Cl)c2)n1, [NH4+], [Ni]. Yields the product Cn1nnc(-c2c(F)cccc2-c2cnc(CN)c(Cl)c2)n1. RXN SMILES: [CH3:24][OH:25].[Cl:1][c:2]1[c:3]([C:21]#[N:22])[n:4][cH:5][c:6](-[c:8]2[c:9](-[c:15]3[n:16][n:17][n:18]([CH3:20])[n:19]3)[c:10]([F:14])[cH:11][cH:12][cH:13]2)[cH:7]1.[NH4+:23].[Ni:26]>>[Cl:1][c:2]1[c:3]([CH2:21][NH2:22])[n:4][cH:5][c:6](-[c:8]2[c:9](-[c:15]3[n:16][n:17][n:18]([CH3:20])[n:19]3)[c:10]([F:14])[cH:11][cH:12][cH:13]2)[cH:7]1. Solvent: CCOCC (ether). Procedure details: Under argon atmosphere, the product from step 2 herein, 2.74 g (13.03 mmol) was dissolved in 55 ml of dry ether. Dimethoxy methane 1.65 ml (19.55 mmol) and boron trifluoro etherate 4.9 ml (39.09 mmol) were then added to this solution. The obtained reaction mixture was left stirring overnight. The reaction mixture was quenched using aqueous NaHCO3 and extractions were done using ether. The combined organic extracts were dried over Na2SO4, filtered, and the solvent was removed. The residue was pur... Product: COC1=C2C(COCC2=C(C=C1)OC)CC (5,8-dimethoxy-4-ethyl-isochroman). As a reaction SMILES: [CH3:1][O:2][C:3]1[CH:8]=[CH:7][C:6]([O:9][CH3:10])=[CH:5][C:4]=1[CH:11]([CH2:14][CH3:15])[CH2:12][OH:13].[CH3:16]OCOC>CCOCC>[CH3:1][O:2][C:3]1[CH:8]=[CH:7][C:6]([O:9][CH3:10])=[C:5]2[C:4]=1[CH:11]([CH2:14][CH3:15])[CH2:12][O:13][CH2:16]2. The reactants are COCOC (Dimethoxy methane), boron trifluoro, COC1=C(C=C(C=C1)OC)C(CO)CC (2-(2',5'-dimethoxyphenyl)-1-butanol). Reaction conditions: time 8 hour. Starting materials: NC1=C(C=CC=C1)C1=CC=CC=C1 (2-aminobiphenyl), ClC1=NC=C(C(=N1)Cl)C (2,4-dichloro-5-methylpyrimidine). Yields the product C1(=CC=CC=C1)C1=C(C=CC=C1)NC1=NC=C(C(=N1)NC1=C(C=CC=C1)C1=CC=CC=C1)C (N2,N4-bis(2-phenylphenyl)-5-methyl-2,4-pyrimidinediamine). Reaction SMILES: [NH2:1][C:2]1[CH:7]=[CH:6][CH:5]=[CH:4][C:3]=1[C:8]1[CH:13]=[CH:12][CH:11]=[CH:10][CH:9]=1.Cl[C:15]1[N:20]=[C:19](Cl)[C:18]([CH3:22])=[CH:17][N:16]=1>>[C:8]1([C:3]2[CH:4]=[CH:5][CH:6]=[CH:7][C:2]=2[NH:1][C:15]2[N:20]=[C:19]([NH:1][C:2]3[CH:7]=[CH:6][CH:5]=[CH:4][C:3]=3[C:8]3[CH:9]=[CH:10][CH:11]=[CH:12][CH:13]=3)[C:18]([CH3:22])=[CH:17][N:16]=2)[CH:9]=[CH:10][CH:11]=[CH:12][CH:13]=1. Procedure: In like manner to the preparation of 5-fluoro-N2,N4-bis(3-hydroxyphenyl)-2,4-pyrimidinediamine, 2-aminobiphenyl and 2,4-dichloro-5-methylpyrimidine were reacted to provide N2,N4-bis(2-phenylphenyl)-5-methyl-2,4-pyrimidinediamine. LCMS: ret. time: 30.47 min.; purity: 91%; MS (m/e): 429 (MH+).